This data is from the Open Reaction Database (ORD), a public repository of structured organic reaction records. The task is: describe an organic reaction: reactants, conditions, products, and yield Reactants: [Br-], CCO, COc1ccc(Br)c(CBr)c1, N#C[Na], O. Yields the product COc1ccc(Br)c(CC#N)c1. As a reaction SMILES: [Br-:15].[CH3:16][CH2:17][OH:18].[CH3:1][O:2][c:3]1[cH:4][cH:5][c:6]([Br:11])[c:7]([CH2:8][Br:9])[cH:10]1.[Na:12][C:13]#[N:14].[OH2:19]>>[CH3:1][O:2][c:3]1[cH:4][cH:5][c:6]([Br:11])[c:7]([CH2:8][C:13]#[N:14])[cH:10]1. Reactants: C(C1=CC=CC=C1)OC(=O)N1CCC(CC1)C=1N(C(=C(N1)C1=CC(=CC=C1)C(F)(F)F)C1=NC(=NC=C1)SC)O (4-[1-hydroxy-5-(2-methylthiopyrimidin-4-yl)-4-(3-trifluoromethylphenyl)-1H-imidazol-2-yl]piperidine-1-carboxylic acid benzyl ester). The reagents and catalysts are [Cl-].[Ti+3].[Cl-].[Cl-] (titanium (III) chloride). Run in CO (methanol). Run at time 3 hour. Product: C(C1=CC=CC=C1)OC(=O)N1CCC(CC1)C=1NC(=C(N1)C1=CC(=CC=C1)C(F)(F)F)C1=NC(=NC=C1)SC (4-[5-(2-Methylthiopyrimidin-4-yl)-4-(3-trifluoromethylphenyl)-1H-imidazol-2-yl]piperidine-1-carboxylic acid benzyl ester). The yield is 78.6%. Reaction SMILES: [CH2:1]([O:8][C:9]([N:11]1[CH2:16][CH2:15][CH:14]([C:17]2[N:18](O)[C:19]([C:32]3[CH:37]=[CH:36][N:35]=[C:34]([S:38][CH3:39])[N:33]=3)=[C:20]([C:22]3[CH:27]=[CH:26][CH:25]=[C:24]([C:28]([F:31])([F:30])[F:29])[CH:23]=3)[N:21]=2)[CH2:13][CH2:12]1)=[O:10])[C:2]1[CH:7]=[CH:6][CH:5]=[CH:4][CH:3]=1>CO.[Cl-].[Ti+3].[Cl-].[Cl-]>[CH2:1]([O:8][C:9]([N:11]1[CH2:16][CH2:15][CH:14]([C:17]2[NH:18][C:19]([C:32]3[CH:37]=[CH:36][N:35]=[C:34]([S:38][CH3:39])[N:33]=3)=[C:20]([C:22]3[CH:27]=[CH:26][CH:25]=[C:24]([C:28]([F:30])([F:29])[F:31])[CH:23]=3)[N:21]=2)[CH2:13][CH2:12]1)=[O:10])[C:2]1[CH:7]=[CH:6][CH:5]=[CH:4][CH:3]=1 |f:2.3.4.5|. Reported procedure: To a stirring solution of 4-[1-hydroxy-5-(2-methylthiopyrimidin-4-yl)-4-(3-trifluoromethylphenyl)-1H-imidazol-2-yl]piperidine-1-carboxylic acid benzyl ester (9.5 g. crude, 0.0146 mole) in methanol (130 mL) at 20° C. was added titanium (III) chloride (25 mL, 0.029 mole, 15% wt in 20-30% HCl) dropwise over 10 minutes. The reaction was allowed to stir for 3 hours then quenched by pouring slowly into a mixture of 10% aqueous sodium bicarbonate (1.5 L) and ethyl acetate (600 mL). After stirring for 3... The reactants are O=C(O)C(Br)Cc1ccccc1, CCN=C=NCCCN(C)C, NC(C(=O)NCCc1ccccc1)C(=O)NCCc1ccccc1, CN1CCOCC1, ClCCl, Cl, O=C(O)C(F)(F)F, O, On1nnc2ccccc21. Product: O=C(NC(C(=O)NCCc1ccccc1)C(=O)NCCc1ccccc1)C(Br)Cc1ccccc1. RXN SMILES: [Br:32][CH:33]([C:34](=[O:35])[OH:36])[CH2:37][c:38]1[cH:39][cH:40][cH:41][cH:42][cH:43]1.[CH2:52]([N:53]=[C:54]=[N:55][CH2:56][CH2:57][CH2:58][N:59]([CH3:60])[CH3:61])[CH3:62].[CH2:8]([CH2:9][c:10]1[cH:11][cH:12][cH:13][cH:14][cH:15]1)[NH:16][C:17]([CH:18]([C:19](=[O:20])[NH:21][CH2:22][CH2:23][c:24]1[cH:25][cH:26][cH:27][cH:28][cH:29]1)[NH2:30])=[O:31].[CH3:44][N:45]1[CH2:46][CH2:47][O:48][CH2:49][CH2:50]1.[Cl:74][CH2:75][Cl:76].[ClH:51].[F:1][C:2]([F:3])([F:4])[C:5]([OH:6])=[O:7].[OH2:63].[OH:64][n:65]1[c:66]2[cH:67][cH:68][cH:69][cH:70][c:71]2[n:72][n:73]1>>[CH2:8]([CH2:9][c:10]1[cH:11][cH:12][cH:13][cH:14][cH:15]1)[NH:16][C:17]([CH:18]([C:19](=[O:20])[NH:21][CH2:22][CH2:23][c:24]1[cH:25][cH:26][cH:27][cH:28][cH:29]1)[NH:30][C:34]([CH:33]([Br:32])[CH2:37][c:38]1[cH:39][cH:40][cH:41][cH:42][cH:43]1)=[O:35])=[O:31].